From a dataset of the Open Reaction Database (ORD), a public repository of structured organic reaction records. describe an organic reaction: reactants, conditions, products, and yield Reactants: Cl.Cl.FC1=C(C=CC(=C1)F)N1CCNCC1 (1-(2,4-difluorophenyl)piperazine dihydrochloride), ClC(C)C1=CC=C(C=C1)C(C)(C)NC(C)=O (N-(1-(4-(1-chloroethyl)phenyl)-1-methylethyl)acetamide). The product is FC1=C(C=CC(=C1)F)N1CCN(CC1)C(C)C1=CC=C(C=C1)C(C)(C)NC(C)=O (N-(1-(4-(1-(4-(2,4-Difluorophenyl)-piperazin-1-yl)ethyl)phenyl)-1-methylethyl)acetamide). Reaction SMILES: Cl.Cl.[F:3][C:4]1[CH:9]=[C:8]([F:10])[CH:7]=[CH:6][C:5]=1[N:11]1[CH2:16][CH2:15][NH:14][CH2:13][CH2:12]1.Cl[CH:18]([C:20]1[CH:25]=[CH:24][C:23]([C:26]([NH:29][C:30](=[O:32])[CH3:31])([CH3:28])[CH3:27])=[CH:22][CH:21]=1)[CH3:19]>>[F:3][C:4]1[CH:9]=[C:8]([F:10])[CH:7]=[CH:6][C:5]=1[N:11]1[CH2:12][CH2:13][N:14]([CH:18]([C:20]2[CH:25]=[CH:24][C:23]([C:26]([NH:29][C:30](=[O:32])[CH3:31])([CH3:28])[CH3:27])=[CH:22][CH:21]=2)[CH3:19])[CH2:15][CH2:16]1 |f:0.1.2|. Procedure: By similar reaction and treatment to that in Example 1(5) using 1-(2,4-difluorophenyl)piperazine dihydrochloride instead of phenylpiperazine and N-(1-(4-(1-chloroethyl)phenyl)-1-methylethyl)acetamide obtained in Example 60(2) instead of N-(4-chloromethylphenylmethyl) acetamide, the title compound was obtained as a white amorphous solid.